From a dataset of the Open Reaction Database (ORD), a public repository of structured organic reaction records. describe an organic reaction: reactants, conditions, products, and yield Reactants: CO, NC(=O)C(c1ccccc1)n1ccc2c([N+](=O)[O-])cccc2c1=O. Product: NC(=O)C(c1ccccc1)n1ccc2c(N)cccc2c1=O. Reaction SMILES: [CH3:25][OH:26].[N+:1]([O-:2])(=[O:3])[c:4]1[c:5]2[cH:6][cH:7][n:8]([CH:15]([C:16](=[O:17])[NH2:18])[c:19]3[cH:20][cH:21][cH:22][cH:23][cH:24]3)[c:9](=[O:14])[c:10]2[cH:11][cH:12][cH:13]1>>[NH2:1][c:4]1[c:5]2[cH:6][cH:7][n:8]([CH:15]([C:16](=[O:17])[NH2:18])[c:19]3[cH:20][cH:21][cH:22][cH:23][cH:24]3)[c:9](=[O:14])[c:10]2[cH:11][cH:12][cH:13]1. The reactants are COC(=O)C1C(NC(C12C(N1C3=C2C=CC=C3SC=3C=CC=CC13)=O)=O)=O (4-methoxycarbonylspiro[pyrrolidine-3,2'-pyrrolo[3,2,1-kl]phenothiazine]-1',2,5(2'H)-trione). Solvent: C(C)(=O)O (acetic acid). The product is C1(C2(C=3C=CC=C4SC=5C=CC=CC5N1C34)C(NC(C2)=O)=O)=O (spiro[pyrrolidine-3,2'-pyrrolo[3,2,1-kl]phenothiazine]-1',2,5-(2'H)-trione). Yield: 73.8%. As a reaction SMILES: COC([CH:5]1[C:9]2([C:13]3[CH:14]=[CH:15][CH:16]=[C:17]4[S:18][C:19]5[CH:20]=[CH:21][CH:22]=[CH:23][C:24]=5[N:11]([C:12]=34)[C:10]2=[O:25])[C:8](=[O:26])[NH:7][C:6]1=[O:27])=O>C(O)(=O)C>[C:10]1(=[O:25])[N:11]2[C:12]3[C:17]([S:18][C:19]4[CH:20]=[CH:21][CH:22]=[CH:23][C:24]=42)=[CH:16][CH:15]=[CH:14][C:13]=3[C:9]21[CH2:5][C:6](=[O:27])[NH:7][C:8]2=[O:26]. Procedure: The above product from part (a) (2.2 g, 0.0058 mole) was refluxed in acetic acid (20 ml) for 9 hours. After cooling, the resultant precipitate was collected by filtration and recrystallized from acetic acid-DMSO to afford 1.38 g (73.8%) of spiro[pyrrolidine-3,2'-pyrrolo[3,2,1-kl]phenothiazine]-1',2,5-(2'H)-trione, mp. above 300° C.